This data is from the Open Reaction Database (ORD), a public repository of structured organic reaction records. The task is: describe an organic reaction: reactants, conditions, products, and yield Reactants: CC1=C(CNC=2C=3N(C=CC2)C(=C(N3)C)CC#C)C(=CC=C1)NC(=S)NC(C1=CC=CC=C1)=O (8-[2-methyl-6-(3-benzoylthioureido)benzylamino]-3-(2propynyl)-2-methylimidazo[1,2-a]pyridine), C([O-])([O-])=O.[K+].[K+] (potassium carbonate). Solvent: CO (methanol), O1CCCC1 (tetrahydrofuran), O (water). Conditions: time 2 hour. The product is CC1=C(CNC=2C=3N(C=CC2)C(=C(N3)C)CC#C)C(=CC=C1)NC(=S)N (8-(2-methyl-6-thioureidobenzylamino)-3-(2-propynyl)-2-methylimidazo[1,2-a]pyridine). Isolated yield 78.5%. As a reaction SMILES: [CH3:1][C:2]1[CH:22]=[CH:21][CH:20]=[C:19]([NH:23][C:24]([NH:26]C(=O)C2C=CC=CC=2)=[S:25])[C:3]=1[CH2:4][NH:5][C:6]1[C:7]2[N:8]([C:12]([CH2:16][C:17]#[CH:18])=[C:13]([CH3:15])[N:14]=2)[CH:9]=[CH:10][CH:11]=1.C(=O)([O-])[O-].[K+].[K+]>CO.O1CCCC1.O>[CH3:1][C:2]1[CH:22]=[CH:21][CH:20]=[C:19]([NH:23][C:24]([NH2:26])=[S:25])[C:3]=1[CH2:4][NH:5][C:6]1[C:7]2[N:8]([C:12]([CH2:16][C:17]#[CH:18])=[C:13]([CH3:15])[N:14]=2)[CH:9]=[CH:10][CH:11]=1 |f:1.2.3|. Procedure details: To a solution of 8-[2-methyl-6-(3-benzoylthioureido)benzylamino]-3-(2propynyl)-2-methylimidazo[1,2-a]pyridine (0.59 g) in methanol (5.9 ml) and tetrahydrofuran (5.9 ml) was added a solution of potassium carbonate (0.174 g) in water (5 ml) and the mixture was stirred for 2 hours at room temperature. The solvent was removed under reduced pressure and the residue was dispersed into a mixture of water and chloroform. The chloroform layer was separated and washed with water and dried over magnesium s... Reactants: C1(=CC=C(OC)C=C1)C(=O)C(O)C1=CC=C(OC)C=C1 (anisoin), S(=O)(Cl)Cl (thionyl chloride), O (water), N1=CC=CC=C1 (pyridine), C1(=CC=C(OC)C=C1)C(=O)C(O)C1=CC=C(OC)C=C1 (anisoin). The solvent is CCOCC (ether). Run at time 1 hour. Product: COC1=CC=C(C=C1)C(=O)C(C1=CC=C(C=C1)OC)Cl (4,4'-Dimethoxydesyl chloride). Isolated yield 35.2%. As a reaction SMILES: [C:1]1([C:9]([CH:11]([C:13]2[CH:20]=[CH:19][C:16]([O:17][CH3:18])=[CH:15][CH:14]=2)O)=[O:10])[CH:8]=[CH:7][C:4]([O:5][CH3:6])=[CH:3][CH:2]=1.N1C=CC=CC=1.S(Cl)([Cl:29])=O.O>CCOCC>[CH3:6][O:5][C:4]1[CH:7]=[CH:8][C:1]([C:9]([CH:11]([Cl:29])[C:13]2[CH:20]=[CH:19][C:16]([O:17][CH3:18])=[CH:15][CH:14]=2)=[O:10])=[CH:2][CH:3]=1. Procedure: One hundred grams (0.37 mole) of anisoin and 45 ml (0.55 mole) of pyridine were placed in a beaker and heated until the anisoin was completely in solution. After cooling the beaker in an ice bath, a solid was formed. This solid was broken up and then 36 ml (0.50 mole) of thionyl chloride was added with stirring, forming a liquid mixture. After 1 hr, 250 ml water was added and the organic materials extracted with ether, washed with water, dried over Na2SO4 and evaporated to afford a crude oil. Mo... Reactants: Br[C@@H](C(=O)OC)[C@@H](O)CBr (Methyl 2,4-dibromo-2,4-dideoxy-L-threonate), C(C)(=O)[O-].[K+] (potassium acetate). Reagents/catalysts: [I-].[K+] (potassium iodide). The solvent is C(C)(=O)OCC (ethyl acetate), CN(C=O)C (dimethyl formamide). Reaction conditions: temperature 52.5 celsius, time 8 hour. Product: C(C)(=O)OC[C@H]1[C@@H](C(=O)OC)O1 (Methyl (2S,3S)-4-acetoxy-2,3-epoxybutanoate). Isolated yield 99.3%. As a reaction SMILES: Br[C@H:2]([C@H:7]([CH2:9]Br)[OH:8])[C:3]([O:5][CH3:6])=[O:4].[C:11]([O-:14])(=[O:13])[CH3:12].[K+]>CN(C)C=O.C(OCC)(=O)C.[I-].[K+]>[C:11]([O:14][CH2:9][C@@H:7]1[O:8][C@@H:2]1[C:3]([O:5][CH3:6])=[O:4])(=[O:13])[CH3:12] |f:1.2,5.6|. Reported procedure: The general procedure of Manchand, et. al. (Manchand, et al., 1988) is employed. Methyl 2,4-dibromo-2,4-dideoxy-L-threonate (131 g, 474 mmol) is added to a stirred solution of potassium acetate (102 g, 1.04 mol) and potassium iodide (3.94 g, 23.8 mmol) in dimethyl formamide (500 mL). This mixture is stirred under nitrogen gas at 50-55° C. for 4 hours and overnight at room temperature. The reaction mixture is diluted with ethyl acetate (1 L) and filtered. The filter cake is washed with ethyl acet... Starting materials: solution, BrC(C(=O)O)C1=NC=C(C=C1)F (2-bromo-2-(5-fluoropyridin-2-yl)acetic acid), C(Cl)Cl.CN(C)C=O (DCM DMF), C(C(=O)Cl)(=O)Cl (oxalyl chloride), NC1=C(C(=O)N)C=CC=C1 (2-aminobenzamide). Run in N1=CC=CC=C1 (pyridine). Reaction conditions: time 30 minute. Yields the product BrC(C(=O)NC1=C(C(=O)N)C=CC=C1)C1=NC=C(C=C1)F (2-(2-bromo-2-(5-fluoropyridin-2-yl)acetamido)benzamide). Reaction SMILES: [Br:1][CH:2]([C:6]1[CH:11]=[CH:10][C:9]([F:12])=[CH:8][N:7]=1)[C:3]([OH:5])=O.C(Cl)Cl.CN(C=O)C.C(Cl)(=O)C(Cl)=O.[NH2:27][C:28]1[CH:36]=[CH:35][CH:34]=[CH:33][C:29]=1[C:30]([NH2:32])=[O:31]>N1C=CC=CC=1>[Br:1][CH:2]([C:6]1[CH:11]=[CH:10][C:9]([F:12])=[CH:8][N:7]=1)[C:3]([NH:27][C:28]1[CH:36]=[CH:35][CH:34]=[CH:33][C:29]=1[C:30]([NH2:32])=[O:31])=[O:5] |f:1.2|. Procedure: To a 0.5 M solution of 2-bromo-2-(5-fluoropyridin-2-yl)acetic acid in 99:1 DCM/DMF is added oxalyl chloride (1.2 equiv) and the mixture is allowed to stir at rt for 30 min or until the reaction is substantially complete. The mixture is then cooled to 0° C. and 2-aminobenzamide (1 equiv) in pyridine (2 mL) is added slowly, and the mixture is allowed to warm to rt over ca. 1 h. The mixture is concentrated under reduced pressure and the residue is purified by chromatography to afford 2-(2-bromo-2-(... The reactants are CC(=O)SCC(Cc1ccc(F)cc1)C(=O)Nc1cccc(C(=O)O)c1, Cl, [Na+], [Na], [OH-], O. Yields the product O=C(O)c1cccc(NC(=O)C(CS)Cc2ccc(F)cc2)c1. RXN SMILES: [C:2](=[O:3])([CH3:4])[S:5][CH2:6][CH:7]([C:8](=[O:9])[NH:10][c:11]1[cH:12][c:13]([C:14](=[O:15])[OH:16])[cH:17][cH:18][cH:19]1)[CH2:20][c:21]1[cH:22][cH:23][c:24]([F:27])[cH:25][cH:26]1.[ClH:30].[Na+:29].[Na:1].[OH-:28].[OH2:31]>>[SH:5][CH2:6][CH:7]([C:8](=[O:9])[NH:10][c:11]1[cH:12][c:13]([C:14](=[O:15])[OH:16])[cH:17][cH:18][cH:19]1)[CH2:20][c:21]1[cH:22][cH:23][c:24]([F:27])[cH:25][cH:26]1.